From a dataset of the Open Reaction Database (ORD), a public repository of structured organic reaction records. describe an organic reaction: reactants, conditions, products, and yield The reactants are ClC1=C(C(=CC=C1)Cl)C1=CC2=C(N=C(N=C2)C)N=C1N (6-(2,6-dichlorophenyl)-2-methylpyrido[2,3-d]-pyrimidin-7-amine), CN=C=O (methyl isocyanate). The solvent is CCOCC (ether). Reaction conditions: time 8 hour. The product is ClC1=C(C(=CC=C1)Cl)C1=CC2=C(N=C(N=C2)C)N=C1NC(=O)NC (N-[6-(2,6-dichlorophenyl)-2-methylpyrido[2,3-d]-pyrimidin-7-yl]-N'-methylurea). Reaction SMILES: [Cl:1][C:2]1[CH:7]=[CH:6][CH:5]=[C:4]([Cl:8])[C:3]=1[C:9]1[C:19]([NH2:20])=[N:18][C:12]2[N:13]=[C:14]([CH3:17])[N:15]=[CH:16][C:11]=2[CH:10]=1.[CH3:21][N:22]=[C:23]=[O:24]>CCOCC>[Cl:8][C:4]1[CH:5]=[CH:6][CH:7]=[C:2]([Cl:1])[C:3]=1[C:9]1[C:19]([NH:20][C:23]([NH:22][CH3:21])=[O:24])=[N:18][C:12]2[N:13]=[C:14]([CH3:17])[N:15]=[CH:16][C:11]=2[CH:10]=1. Procedure: A slurry of 3.0 g of 6-(2,6-dichlorophenyl)-2-methylpyrido[2,3-d]-pyrimidin-7-amine in 20 ml of methyl isocyanate is heated at reflux for 3 hours to obtain a yellow solution. This is stirred overnight at room temperature and diluted with 20 ml of ether. The solvent and excess isocyanate are evaporated and the solid residue of crude product is purified by recrystallization from ethyl acetate to give N-[6-(2,6-dichlorophenyl)-2-methylpyrido[2,3-d]-pyrimidin-7-yl]-N'-methylurea, mp 168°-171° C. (de...